Task: describe an organic reaction: reactants, conditions, products, and yield. Dataset: the Open Reaction Database (ORD), a public repository of structured organic reaction records Starting materials: CC(C)(C)OC(=O)N1CCN(c2c([N+](=O)[O-])cccc2[N+](=O)[O-])CC1, CS(=O)(=O)N1CCc2c(c(-c3ccc(C(F)(F)F)cc3)nn2CC2CO2)C1, ClCCl, O=C(O)C(F)(F)F. The product is CS(=O)(=O)N1CCc2c(c(-c3ccc(C(F)(F)F)cc3)nn2CC(O)CN2CCN(c3c([N+](=O)[O-])cccc3[N+](=O)[O-])CC2)C1. As a reaction SMILES: [C:1]([O:2][C:6](=[O:3])[N:8]1[CH2:9][CH2:10][N:11]([c:14]2[c:15]([N+:23](=[O:24])[O-:25])[cH:16][cH:17][cH:18][c:19]2[N+:20](=[O:21])[O-:22])[CH2:12][CH2:13]1)([CH3:4])([CH3:5])[CH3:7].[CH3:33][S:34](=[O:35])(=[O:36])[N:37]1[CH2:38][c:39]2[c:40]([n:43]([CH2:56][CH:57]3[O:58][CH2:59]3)[n:44][c:45]2-[c:46]2[cH:47][cH:48][c:49]([C:52]([F:53])([F:54])[F:55])[cH:50][cH:51]2)[CH2:41][CH2:42]1.[Cl:60][CH2:61][Cl:62].[OH:26][C:27]([C:28]([F:29])([F:30])[F:31])=[O:32]>>[CH2:6]([N:8]1[CH2:9][CH2:10][N:11]([c:14]2[c:15]([N+:23](=[O:24])[O-:25])[cH:16][cH:17][cH:18][c:19]2[N+:20](=[O:21])[O-:22])[CH2:12][CH2:13]1)[CH:57]([CH2:56][n:43]1[c:40]2[c:39]([c:45](-[c:46]3[cH:47][cH:48][c:49]([C:52]([F:53])([F:54])[F:55])[cH:50][cH:51]3)[n:44]1)[CH2:38][N:37]([S:34]([CH3:33])(=[O:35])=[O:36])[CH2:42][CH2:41]2)[OH:58]. Starting materials: C(C(CO)(CO)N)O (Tris), CCCCCCCCCCCCOS(=O)(=O)[O-].[Na+] (SDS), SCCO (β-mercaptoethanol), SC[C@@H](O)[C@H](O)CS (dithiothreitol), CC1([C@@H](N2[C@H](S1)[C@@H](C2=O)NC(=O)[C@@H](C=3C=CC=CC3)N)C(=O)O)C (ampicillin), C1[C@H]([C@@H]([C@H]([C@@H]([C@H]1N)O[C@@H]2[C@@H]([C@H]([C@@H]([C@H](O2)CN)O)O)O)O)O[C@@H]3[C@@H]([C@H]([C@@H]([C@H](O3)CO)O)N)O)N.OS(=O)(=O)O (kanamycin sulfate), CCN1C=C(C(=O)C2=C1N=C(C=C2)C)C(=O)O (nalidixic acid), CC(C)S[C@H]1[C@@H]([C@H]([C@H]([C@H](O1)CO)O)O)O (Isopropyl-β-D-thiogalactopyranoside), [3H]Myristate, [3H]palmitate, [3H]10-(propoxy)decanoate, CCN1C=C(C(=O)C2=C1N=C(C=C2)C)C(=O)O (nalidixic acid). Run in solution, OCC(O)CO (glycerol). Run at temperature 37 celsius, time 20 minute. The product is C(C(=O)NCC(=O)O)N (Gly2). As a reaction SMILES: CC1(C)S[C@@H]2[C@H:7]([NH:10]C([C@H](N)C3C=CC=CC=3)=O)[C:8](=[O:9])[N:4]2[C@H:3]1[C:21]([OH:23])=[O:22].C1[C@H](N)[C@@H](O[C@H]2O[C@H](CN)[C@@H](O)[C@H](O)[C@H]2O)[C@H](O)[C@@H](O[C@H]2O[C@H](CO)[C@@H](O)[C@H](N)[C@H]2O)[C@@H]1N.OS(O)(=O)=O.CC(S[C@@H]1O[C@H](CO)[C@H](O)[C@H](O)[C@H]1O)C.CCN1C2N=C(C)C=CC=2C(=O)C(C(O)=O)=C1.C(O)C(N)(CO)CO.CCCCCCCCCCCCOS([O-])(=O)=O.[Na+].SCCO.SC[C@H]([C@@H](CS)O)O>OCC(CO)O>[CH2:7]([NH2:10])[C:8]([NH:4][CH2:3][C:21]([OH:23])=[O:22])=[O:9] |f:1.2,6.7|. Procedure: [3H]Fatty acid labeling of PK-A C-subunit produced in E. coli. Four ml cultures of the double transformants were shaken at 37° C. to an OD600 of 0.5 in LB broth+100 μg/ml ampicillin and 100 μg/ml kanamycin sulfate. Isopropyl-β-D-thiogalactopyranoside (IPTG) was then added to a final concentration of 1 mM to induce NMT production (see Results, below). When the cultures reached OD600 =1.0 (approximately 40 min later), nalidixic acid was added to a final concentration of 50 μg/ml to induce C-subuni...